From a dataset of the Open Reaction Database (ORD), a public repository of structured organic reaction records. describe an organic reaction: reactants, conditions, products, and yield Yields the product FC1=CC=C(C=C1)N1N=CC2=CC(=CC=C12)O[C@@H]([C@H](C)NC(CCC)=O)C1=CC=CC=C1 (N-[(1R,2S)-1-[1-(4-fluorophenyl)indazol-5-yl]oxy-1-phenyl-propan-2-yl]butanamide). Starting materials: FC1=CC=C(C=C1)N1N=CC2=CC(=CC=C12)O[C@H]([C@@H](C)N)C1=CC=CC=C1 ((1S,2R)-1-{[1-(4-fluorophenyl)-1H-indazol-5-yl]oxy}-1-phenylpropan-2-amine), C(CCC)(=O)Cl (butanoyl chloride). Procedure: Prepared as described in Example 1 using (1S,2R)-1-{[1-(4-fluorophenyl)-1H-indazol-5-yl]oxy}-1-phenylpropan-2-amine (1a, 18 mg, 50 μmol) and butanoyl chloride (16 mg, 150 μmol). Yield 18 mg (82%). Reaction SMILES: [F:1][C:2]1[CH:7]=[CH:6][C:5]([N:8]2[C:16]3[C:11](=[CH:12][C:13]([O:17][C@@H:18]([C:22]4[CH:27]=[CH:26][CH:25]=[CH:24][CH:23]=4)[C@H:19]([NH2:21])[CH3:20])=[CH:14][CH:15]=3)[CH:10]=[N:9]2)=[CH:4][CH:3]=1.[C:28](Cl)(=[O:32])[CH2:29][CH2:30][CH3:31]>>[F:1][C:2]1[CH:3]=[CH:4][C:5]([N:8]2[C:16]3[C:11](=[CH:12][C:13]([O:17][C@H:18]([C:22]4[CH:23]=[CH:24][CH:25]=[CH:26][CH:27]=4)[C@@H:19]([NH:21][C:28](=[O:32])[CH2:29][CH2:30][CH3:31])[CH3:20])=[CH:14][CH:15]=3)[CH:10]=[N:9]2)=[CH:6][CH:7]=1. Starting materials: O=C(Br)CBr, CCNCC, ClCl, ClCCl. Product: CCN(CC)C(=O)CBr. RXN SMILES: [Br:6][CH2:7][C:8](=[O:9])[Br:10].[CH2:1]([CH3:2])[NH:3][CH2:4][CH3:5].[Cl:11][Cl:12].[Cl:13][CH2:14][Cl:15]>>[CH2:1]([CH3:2])[N:3]([CH2:4][CH3:5])[C:8]([CH2:7][Br:6])=[O:9]. The reactants are O1C(CCCC1)ONC(CC1(CCN(CCS1(=O)=O)C(C1=CC=CC=C1)=O)C=1SC(=CC1)C1=CC(=CC=C1)N)=O (N-(2-tetrahydropyranyloxy)-2-[7-(5-(3-aminophenyl)-2-thienyl)-4-benzoyl-1,1-dioxoperhydro-1,4-thiazepin-7-yl]acetamide), C(C)N=C=O (ethyl isocyanate), O (water). The solvent is ClCCl (dichloromethane). Reaction conditions: time 5 hour. Product: O1C(CCCC1)ONC(CC1(CCN(CCS1(=O)=O)C(C1=CC=CC=C1)=O)C=1SC(=CC1)C1=CC(=CC=C1)NC(=O)NCC)=O (N-(2-tetrahydropyranyloxy)-2-[4-benzoyl-7-(5-(3-(ethylaminocarbonylamino)phenyl)-2-thienyl)-1,1-dioxoperhydro-1,4-thiazepin-7-yl]acetamide). Isolated yield 44.6%. As a reaction SMILES: [O:1]1[CH2:6][CH2:5][CH2:4][CH2:3][CH:2]1[O:7][NH:8][C:9](=[O:40])[CH2:10][C:11]1([C:28]2[S:29][C:30]([C:33]3[CH:38]=[CH:37][CH:36]=[C:35]([NH2:39])[CH:34]=3)=[CH:31][CH:32]=2)[S:17](=[O:19])(=[O:18])[CH2:16][CH2:15][N:14]([C:20](=[O:27])[C:21]2[CH:26]=[CH:25][CH:24]=[CH:23][CH:22]=2)[CH2:13][CH2:12]1.[CH2:41]([N:43]=[C:44]=[O:45])[CH3:42].O>ClCCl>[O:1]1[CH2:6][CH2:5][CH2:4][CH2:3][CH:2]1[O:7][NH:8][C:9](=[O:40])[CH2:10][C:11]1([C:28]2[S:29][C:30]([C:33]3[CH:38]=[CH:37][CH:36]=[C:35]([NH:39][C:44]([NH:43][CH2:41][CH3:42])=[O:45])[CH:34]=3)=[CH:31][CH:32]=2)[S:17](=[O:19])(=[O:18])[CH2:16][CH2:15][N:14]([C:20](=[O:27])[C:21]2[CH:22]=[CH:23][CH:24]=[CH:25][CH:26]=2)[CH2:13][CH2:12]1. Procedure: To a solution of N-(2-tetrahydropyranyloxy)-2-[7-(5-(3-aminophenyl)-2-thienyl)-4-benzoyl-1,1-dioxoperhydro-1,4-thiazepin-7-yl]acetamide (150 mg) in dichloromethane (3 ml) was added ethyl isocyanate (22 mg) at 0° C. and the reaction mixture was stirred at ambient temperature for 5 hours. The mixture was poured into water and was extracted with ethyl acetate. The organic layer was washed with water, saturated aqueous sodium hydrogencarbonate and brine, dried over anhydrous magnesium sulfate and co... The reagents and catalysts are [O-2].[O-2].[Mn+4] (manganese dioxide). Reactants: C(\C=C/CCCCCC)O (Cis-2-nonenol). Solvent: CCOCC (ether). The product is C(\C=C/CCCCCC)=O (cis-2-nonenal). RXN SMILES: [CH2:1]([OH:10])/[CH:2]=[CH:3]\[CH2:4][CH2:5][CH2:6][CH2:7][CH2:8][CH3:9]>CCOCC.[O-2].[O-2].[Mn+4]>[CH:1](=[O:10])/[CH:2]=[CH:3]\[CH2:4][CH2:5][CH2:6][CH2:7][CH2:8][CH3:9] |f:2.3.4|. Procedure: Cis-2-nonenol (5 g, mole) is stirred with manganese dioxide (50 g, mole) in ether (250 ml) at room temperature for 1 hour. The mixture is filtered, ether removed, and the residue distilled to give cis-2-nonenal. The reactants are OC1=NN(C(C2=CC=CC=C12)=O)C1=CC=C(C=C1)I (4-Hydroxy-2-(4-iodophenyl)-2H-phthalazin-1-one), CC(C)(C)[S-].[Na+] (sodium 2-methyl-propane-2-thiolate), C(CO)O (ethylene glycol), O (H2O). Reagents/catalysts: [Cu]I (CuI). The solvent is CN1C(CCC1)=O (N-methyl-pyrrolidinone). Conditions: temperature 150 celsius, time 4 day. The product is C(C)(C)(C)SC1=CC=C(C=C1)N1C(C2=CC=CC=C2C(N1)=O)=O (2-(4-tert-Butylsulfanyl-phenyl)-2,3-dihydro-phthalazine-1,4-dione). As a reaction SMILES: [OH:1][C:2]1[C:11]2[C:6](=[CH:7][CH:8]=[CH:9][CH:10]=2)[C:5](=[O:12])[N:4]([C:13]2[CH:18]=[CH:17][C:16](I)=[CH:15][CH:14]=2)[N:3]=1.[CH3:20][C:21]([S-:24])([CH3:23])[CH3:22].[Na+].C(O)CO.O>CN1CCCC1=O.[Cu]I>[C:21]([S:24][C:16]1[CH:17]=[CH:18][C:13]([N:4]2[NH:3][C:2](=[O:1])[C:11]3[C:6](=[CH:7][CH:8]=[CH:9][CH:10]=3)[C:5]2=[O:12])=[CH:14][CH:15]=1)([CH3:23])([CH3:22])[CH3:20] |f:1.2|. Procedure: 4-Hydroxy-2-(4-iodophenyl)-2H-phthalazin-1-one (see Method Q) (0.30 g, 0.8 mmol), sodium 2-methyl-propane-2-thiolate (0.094 g, 0.8 mmol), CuI (0.011 g, 0.06 mmol) and ethylene glycol (0.10 g, 1.6 mmol) were dissolved in N-methyl-pyrrolidinone (NMP) (0.5 ml) under argon and heated to 150° C. Stirring at this temperature was continued for 4 d before the mixture was allowed to warm to room temperature. H2O (50 ml) was added and the precipitated solid was collected by filtration. The title compound ... The reactants are C(C(C)(C)C)OC(N(C)C)OCC(C)(C)C (N,N-Dimethylformamide dineopentyl acetal), IC=1C=NC(NC1)=O (5-iodopyrimidin-2-one), OCC=1SC=CC1 (2-hydroxymethyl thiophene). The solvent is CN(C=O)C (N,N-dimethylformamide). Reaction conditions: temperature 80 celsius. The product is IC=1C=NC(N(C1)CC=1SC=CC1)=O (5-Iodo-1-(2-thienylmethyl)pyrimidin-2-one). RXN SMILES: C(OC(OCC(C)(C)C)N(C)C)C(C)(C)C.[I:17][C:18]1[CH:19]=[N:20][C:21](=[O:24])[NH:22][CH:23]=1.O[CH2:26][C:27]1[S:28][CH:29]=[CH:30][CH:31]=1>CN(C)C=O>[I:17][C:18]1[CH:19]=[N:20][C:21](=[O:24])[N:22]([CH2:26][C:27]2[S:28][CH:29]=[CH:30][CH:31]=2)[CH:23]=1. Procedure: N,N-Dimethylformamide dineopentyl acetal (1.5 ml) was added to a stirred suspension of 5-iodopyrimidin-2-one (777 mg) and 2-hydroxymethyl thiophene (0.62 ml) in dry N,N-dimethylformamide (8 ml) under nitrogen and the mixture was then heated at 80° C. After 13/4 h the reaction mixture was evaporated to a brown solid which was crystallised twice from ethyl acetate to give the title pyrimidinone (540 mg), m.p. 207°-209° C., λmax (EtOH) 232.5 nm (ε 21,820), 341.5 nm (ε 2,420). The reactants are Cl (hydrochloric acid), C(C)(=O)OCCOCP(=O)(OCC)OCC (1-acetoxy-2-(diethylphosphonomethoxy)ethane). The solvent is C(C)O (ethanol). Run at temperature 55 celsius. The product is C(C)OP(=O)(OCC)COCCO (2-diethylphosphonomethoxy-1-ethanol). Isolated yield 81.8%. RXN SMILES: Cl.C([O:5][CH2:6][CH2:7][O:8][CH2:9][P:10]([O:15][CH2:16][CH3:17])([O:12][CH2:13][CH3:14])=[O:11])(=O)C>C(O)C>[CH2:16]([O:15][P:10]([CH2:9][O:8][CH2:7][CH2:6][OH:5])([O:12][CH2:13][CH3:14])=[O:11])[CH3:17]. Procedure: 15 mL of concentrated hydrochloric acid was added in one portion to a solution of 1-acetoxy-2-(diethylphosphonomethoxy)ethane (76.5 g, 300 mmol) in 600 mL of absolute ethanol and the resulting mixture was heated at 55° C. for 12 hours. The reaction mixture was then cooled to room temperature and concentrated in vacuo. The resulting clear liquid could be used without purification or purified by distillation (1.5 mmHg, 128°-132° C.) to give 52.1 g (82%) of 2-diethylphosphonomethoxy-1-ethanol. Starting materials: BrCc1ccc(Oc2ccccc2)cc1, COc1cccc(OCc2ccccc2)c1C1NC(=O)C(C)(C)O1, CCCCCCC, [H-], [Na+], CN(C)C=O, O. Product: COc1cccc(OCc2ccccc2)c1C1OC(C)(C)C(=O)N1Cc1ccc(Oc2ccccc2)cc1. RXN SMILES: [Br:27][CH2:28][c:29]1[cH:30][cH:31][c:32]([O:35][c:36]2[cH:37][cH:38][cH:39][cH:40][cH:41]2)[cH:33][cH:34]1.[CH2:1]([c:2]1[cH:3][cH:4][cH:5][cH:6][cH:7]1)[O:8][c:9]1[c:10]([CH:17]2[O:18][C:19]([CH3:23])([CH3:24])[C:20](=[O:22])[NH:21]2)[c:11]([O:15][CH3:16])[cH:12][cH:13][cH:14]1.[CH3:48][CH2:49][CH2:50][CH2:51][CH2:52][CH2:53][CH3:54].[H-:26].[Na+:25].[O:43]=[CH:44][N:45]([CH3:46])[CH3:47].[OH2:42]>>[CH2:1]([c:2]1[cH:3][cH:4][cH:5][cH:6][cH:7]1)[O:8][c:9]1[c:10]([CH:17]2[O:18][C:19]([CH3:23])([CH3:24])[C:20](=[O:22])[N:21]2[CH2:28][c:29]2[cH:30][cH:31][c:32]([O:35][c:36]3[cH:37][cH:38][cH:39][cH:40][cH:41]3)[cH:33][cH:34]2)[c:11]([O:15][CH3:16])[cH:12][cH:13][cH:14]1. Reactants: NN (Hydrazine), ClC1=CC=C(C(=O)CCC(=O)O)C=C1 (3-(4-chlorobenzoyl)propionic acid). The solvent is CCO (EtOH). Reaction conditions: time 8 hour. The product is ClC1=CC=C(C=C1)C=1C=CC(NN1)=O (6-(4-Chlorophenyl)pyridazin-3-one). RXN SMILES: [NH2:1][NH2:2].[Cl:3][C:4]1[CH:16]=[CH:15][C:7]([C:8]([CH2:10][CH2:11][C:12](O)=[O:13])=O)=[CH:6][CH:5]=1>CCO>[Cl:3][C:4]1[CH:16]=[CH:15][C:7]([C:8]2[CH:10]=[CH:11][C:12](=[O:13])[NH:1][N:2]=2)=[CH:6][CH:5]=1. Procedure details: Hydrazine (8.9 mL, 0.28 mol) was added to a suspension of 3-(4-chlorobenzoyl)propionic acid (30.0 g, 0.14 mol) in EtOH. The resulting mixture was heated to reflux for 1 hour, stirred at room temperature overnight and chilled with an ice bath. The title compound precipitated out of this mixture (23.85 g, 81%) as a yellow solid: mp 175°-176° C.